Dataset: the Open Reaction Database (ORD), a public repository of structured organic reaction records. Task: describe an organic reaction: reactants, conditions, products, and yield The reactants are solution, [H-].[Al+3].[Li+].[H-].[H-].[H-] (lithium aluminum hydride), C1(=CC=CC=C1)C(C(=O)O)C(=O)O (phenylmalonic acid). Run in C1CCOC1 (THF), CCOCC (ether). Reaction conditions: time 8 hour. Product: OCC(CO)C1=CC=CC=C1 (1,3-dihydroxy-2-phenylpropane). As a reaction SMILES: [C:1]1([CH:7]([C:11](O)=[O:12])[C:8](O)=[O:9])[CH:6]=[CH:5][CH:4]=[CH:3][CH:2]=1.[H-].[Al+3].[Li+].[H-].[H-].[H-]>CCOCC.C1COCC1>[OH:9][CH2:8][CH:7]([C:1]1[CH:6]=[CH:5][CH:4]=[CH:3][CH:2]=1)[CH2:11][OH:12] |f:1.2.3.4.5.6|. Procedure: To 5.11 g of phenylmalonic acid in 50 mL of ether cooled to 0° C. was added 60 mL of a 1M solution of lithium aluminum hydride in THF. After stirring the mixture at room temperature overnight, the excess lithium aluminum hydride was quenched with ethyl acetate and dilute hydrochloric acid. The 1,3-dihydroxy-2-phenylpropane was isolated by ether extraction, and subsequent purification by flash chromatography gave 1.34 g of product characterized by NMR. This is treated with one equivalent of tosyl... The reactants are C, O=C(O)c1ccc(OCCCN(CCOCc2ccccc2)c2ccc(Cl)cc2)cc1, CCO, CCOC(C)=O, Cl, O, [Pd]. As a reaction SMILES: [C:42].[CH2:1]([c:2]1[cH:3][cH:4][cH:5][cH:6][cH:7]1)[O:8][CH2:9][CH2:10][N:11]([c:12]1[cH:13][cH:14][c:15]([Cl:18])[cH:16][cH:17]1)[CH2:19][CH2:20][CH2:21][O:22][c:23]1[cH:24][cH:25][c:26]([C:27](=[O:28])[OH:29])[cH:30][cH:31]1.[CH3:33][CH2:34][OH:35].[CH3:36][CH2:37][O:38][C:39](=[O:40])[CH3:41].[ClH:32].[OH2:44].[Pd:43]>>[OH:8][CH2:9][CH2:10][N:11]([c:12]1[cH:13][cH:14][c:15]([Cl:18])[cH:16][cH:17]1)[CH2:19][CH2:20][CH2:21][O:22][c:23]1[cH:24][cH:25][c:26]([C:27](=[O:28])[OH:29])[cH:30][cH:31]1. Product: O=C(O)c1ccc(OCCCN(CCO)c2ccc(Cl)cc2)cc1.